From a dataset of the Open Reaction Database (ORD), a public repository of structured organic reaction records. describe an organic reaction: reactants, conditions, products, and yield The reactants are BrBr (bromine), C(C)(=O)O (acetic acid), C(C1=CC=CC=C1)(=O)C(C)NC(C1=C(C=CC=C1)NC=O)=O (N-(1-benzoylethyl)-2-(formylamino)-benzamide), C(C1=CC=CC=C1)(=O)C(C)NC(C1=C(C=CC=C1)NC=O)=O (N-(1-benzoylethyl)-2-(formylamino)-benzamide), ( A ), C(C1=CC=CC=C1)(=O)C(C)NC(C1=C(C=CC=C1)NC=O)=O (N-(1-benzoylethyl)-2-(formylamino)-benzamide). The product is C(C)C1=NC2=CC=CC=C2C(N1CC1=CC=CC=C1)=O (2-Ethyl-3-benzyl-quinazolin-4-one), BrC(C)C1=NC2=CC=CC=C2C(N1CC1=CC=CC=C1)=O (2-(1-bromoethyl)-3-benzyl-quinazolin-4-one). RXN SMILES: [C:1]([CH:9]([NH:11][C:12](=[O:22])[C:13]1[CH:18]=[CH:17][CH:16]=[CH:15][C:14]=1[NH:19][CH:20]=O)C)(=O)[C:2]1[CH:7]=[CH:6][CH:5]=[CH:4]C=1.[Br:23]Br.[C:25](O)(=O)[CH3:26]>>[CH2:25]([C:20]1[N:11]([CH2:9][C:1]2[CH:2]=[CH:7][CH:6]=[CH:5][CH:4]=2)[C:12](=[O:22])[C:13]2[C:14](=[CH:15][CH:16]=[CH:17][CH:18]=2)[N:19]=1)[CH3:26].[Br:23][CH:25]([C:20]1[N:11]([CH2:9][C:1]2[CH:2]=[CH:7][CH:6]=[CH:5][CH:4]=2)[C:12](=[O:22])[C:13]2[C:14](=[CH:15][CH:16]=[CH:17][CH:18]=2)[N:19]=1)[CH3:26]. Procedure: 2-Ethyl-3-benzyl-quinazolin-4-one is prepared following the procedure set forth in part (A) above, but substituting N-benzyl-2-(propanoylamino)-benzamide for N-(1-benzoylethyl)-2-(formylamino)-benzamide (“Compound E”). Compound E is brominated by heating in acetic acid with bromine to provide 2-(1-bromoethyl)-3-benzyl-quinazolin-4-one (“Compound F”). Compound F is treated with 4-methoxy-aniline in triethylamine to provide 2-(1-(4-methoxyphenylamino)ethyl)-3-benzyl-quinazolin-4-one (“Compound G”)...